The task is: describe an organic reaction: reactants, conditions, products, and yield. This data is from the Open Reaction Database (ORD), a public repository of structured organic reaction records. Reactants: FC1=CC=C(C=C1)NC(NC1=CC=C(C=C1)C=1C=C2CN(C(C2=CC1)=O)[C@H](C(=O)OC)C(C)C)=O ((S)-Methyl 2-(5-(4-(3-(4-fluorophenyl)ureido)phenyl)-1-oxoisoindolin-2-yl)-3-methylbutanoate), NC1=CC=C(C=C1)C=1C=C2CN(C(C2=CC1)=O)[C@H](C(=O)OC)C(C)C ((S)-Methyl 2-(5-(4-aminophenyl)-1-oxoisoindolin-2-yl)-3-methylbutanoate), FC=1C=C(C=CC1)N=C=O (3-fluoro phenyl isocyanate), compound, compound. Product: FC=1C=C(C=CC1)NC(NC1=CC=C(C=C1)C=1C=C2CN(C(C2=CC1)=O)[C@H](C(=O)OC)C(C)C)=O ((S)-Methyl 2-(5-(4-(3-(3-fluorophenyl)ureido)phenyl)-1-oxoisoindolin-2-yl)-3-methylbutanoate). As a reaction SMILES: FC1C=CC([NH:8][C:9](=[O:35])[NH:10][C:11]2[CH:16]=[CH:15][C:14]([C:17]3[CH:18]=[C:19]4[C:23](=[CH:24][CH:25]=3)[C:22](=[O:26])[N:21]([C@@H:27]([CH:32]([CH3:34])[CH3:33])[C:28]([O:30][CH3:31])=[O:29])[CH2:20]4)=[CH:13][CH:12]=2)=CC=1.NC1C=CC(C2C=C3C(=CC=2)C(=O)N([C@@H](C(C)C)C(OC)=O)C3)=CC=1.[F:61][C:62]1[CH:63]=[C:64](N=C=O)[CH:65]=[CH:66][CH:67]=1>>[F:61][C:62]1[CH:67]=[C:66]([NH:8][C:9](=[O:35])[NH:10][C:11]2[CH:16]=[CH:15][C:14]([C:17]3[CH:18]=[C:19]4[C:23](=[CH:24][CH:25]=3)[C:22](=[O:26])[N:21]([C@@H:27]([CH:32]([CH3:33])[CH3:34])[C:28]([O:30][CH3:31])=[O:29])[CH2:20]4)=[CH:13][CH:12]=2)[CH:65]=[CH:64][CH:63]=1. Reported procedure: The compound of example 228 was prepared analogous to compound of example 224 by reaction of compound of example 223 with 3-fluoro phenyl isocyanate. The compound of example 228 was used directly without isolation for the preparation of compound of example 229. Starting materials: C(C)N1N=CC=2C1=NC=C(C2ON=C(C)C)C=O (1-ethyl-5-formyl-4-isopropylidenaminoxy-1H-pyrazolo[3,4-b]pyridine), Cl (hydrochloric acid), [Li]CCCC (n-BuLi), CCOCC (ether), BrC1=NC=CC=C1 (2-Bromopyridine), CCOCC (ether). The solvent is C1CCOC1 (THF). Reaction conditions: time 30 minute. Yields the product C(C)N1NC=C2C1=NC=CC2(ON=C(C)C)C(O)C2=NC=CC=C2 ((1-Ethyl-4-isopropylidenaminooxy-1H-pyrazolo[3,4-b]pyridin-4-yl)(2-pyridyl)carbinol). Reaction SMILES: [Li]CCCC.Br[C:7]1[CH:12]=[CH:11][CH:10]=[CH:9][N:8]=1.[CH2:13]([N:15]1[C:19]2=[N:20][CH:21]=[C:22](C=O)[C:23]([O:24][N:25]=[C:26]([CH3:28])[CH3:27])=[C:18]2[CH:17]=[N:16]1)[CH3:14].Cl.C[CH2:33][O:34]CC>C1COCC1>[CH2:13]([N:15]1[C:19]2=[N:20][CH:21]=[CH:22][C:23]([CH:33]([C:7]3[CH:12]=[CH:11][CH:10]=[CH:9][N:8]=3)[OH:34])([O:24][N:25]=[C:26]([CH3:27])[CH3:28])[C:18]2=[CH:17][NH:16]1)[CH3:14]. Procedure details: Twenty-five ml of 1.44M n-BuLi was dissolved in 100 ml of anhydrous ether and chilled to -65°. 2-Bromopyridine (5.70 g) was then added dropwise and stirring was continued for 30 minutes. This solution was then added under nitrogen pressure through a catheter to 8.30 g of 1-ethyl-5-formyl-4-isopropylidenaminoxy-1H-pyrazolo[3,4-b]pyridine in 100 ml of THF at ice bath temperature. This reaction mixture was stirred for additional 30 minutes and then distributed between 5% hydrochloric acid and ether... The reactants are NC1=C(C=C2OC(C3=C2C=CC=C3)=O)C=C(C=C1)Cl (3-(2-amino-5-chlorobenzylidene)-2-benzofuran-1(3H)-one), [OH-].[Na+] (sodium hydroxide), Cl (hydrochloric acid). The solvent is C(C)O (ethanol). Conditions: time 1 hour. Yields the product ClC=1C=C2C=C(NC2=CC1)C1=C(C(=O)O)C=CC=C1 (2-(5-chloro-1H-indol-2-yl)benzoic acid). The yield is 84.8%. Reaction SMILES: [NH2:1][C:2]1[CH:18]=[CH:17][C:16]([Cl:19])=[CH:15][C:3]=1[CH:4]=[C:5]1[C:9]2[CH:10]=[CH:11][CH:12]=[CH:13][C:8]=2[C:7](=[O:14])[O:6]1.[OH-].[Na+].Cl>C(O)C>[Cl:19][C:16]1[CH:15]=[C:3]2[C:2](=[CH:18][CH:17]=1)[NH:1][C:5]([C:9]1[CH:10]=[CH:11][CH:12]=[CH:13][C:8]=1[C:7]([OH:6])=[O:14])=[CH:4]2 |f:1.2|. Procedure details: To a solution of 3-(2-amino-5-chlorobenzylidene)-2-benzofuran-1(3H)-one (466 mg) in ethanol (3.5 mL) was added a 1 M aqueous sodium hydroxide solution (3.4 mL) at room temperature, followed by heating with reflux for 45 minutes. The reaction mixture was acidified by adding of 1 M hydrochloric acid under ice-cooling, and stirred at room temperature for 1 hour. The resulting precipitate was separated by filtration and the filtrate was extracted with diethyl ether. The organic layer was washed with...